This data is from the Open Reaction Database (ORD), a public repository of structured organic reaction records. The task is: describe an organic reaction: reactants, conditions, products, and yield Reaction SMILES: Cl.Cl.[NH2:3][C:4]1[C:19]([Cl:20])=[CH:18][C:7]([C:8]([NH:10][CH2:11][CH:12]2[CH2:17][CH2:16][NH:15][CH2:14][CH2:13]2)=[O:9])=[C:6]([O:21][CH3:22])[CH:5]=1.Br[CH2:24][CH2:25][CH2:26][CH2:27][CH2:28][C:29]([C:31]1[CH:36]=[CH:35][CH:34]=[C:33]([F:37])[CH:32]=1)=[O:30]>>[NH2:3][C:4]1[C:19]([Cl:20])=[CH:18][C:7]([C:8]([NH:10][CH2:11][CH:12]2[CH2:13][CH2:14][N:15]([CH2:24][CH2:25][CH2:26][CH2:27][CH2:28][C:29]([C:31]3[CH:36]=[CH:35][CH:34]=[C:33]([F:37])[CH:32]=3)=[O:30])[CH2:16][CH2:17]2)=[O:9])=[C:6]([O:21][CH3:22])[CH:5]=1 |f:0.1.2|. Reactants: Cl.Cl.NC1=CC(=C(C(=O)NCC2CCNCC2)C=C1Cl)OC (4-Amino-5-chloro-2-methoxy-N-(piperidin-4-ylmethyl)benzamide dihydrochloride), BrCCCCCC(=O)C1=CC(=CC=C1)F (6-bromo-1-(3-fluorophenyl)-1-hexanone). Product: NC1=CC(=C(C(=O)NCC2CCN(CC2)CCCCCC(=O)C2=CC(=CC=C2)F)C=C1Cl)OC (4-amino-5-chloro-2-methoxy-N-((1-(6-(3-fluorophenyl)-6-oxohexyl)-piperidin-4-yl)methyl)benzamide). Procedure: 4-Amino-5-chloro-2-methoxy-N-(piperidin-4-ylmethyl)benzamide dihydrochloride as starting compound and 6-bromo-1-(3-fluorophenyl)-1-hexanone are reacted and treated in the same manner as in Example 199 to give 4-amino-5-chloro-2-methoxy-N-((1-(6-(3-fluorophenyl)-6-oxohexyl)-piperidin-4-yl)methyl)benzamide. The reactants are C(C)NC1=C(C=CC(=C1)OC)C1CC2=CC=C(C=C2CC1)OC (ethyl [5-methoxy-2-(6-methoxy-1,2,3,4-tetrahydronaphthalen-2-yl)phenyl]amine), C(C(=O)Cl)(=O)Cl (oxalyl chloride). The solvent is C(C)OCC (diethyl ether). Run at time 30 minute. The product is C(C)N1C(C(C2=C(C=CC(=C12)C1CC2=CC=C(C=C2CC1)OC)OC)=O)=O (1-Ethyl-4-methoxy-7-(6-methoxy-1,2,3,4-tetrahydronaphthalen-2-yl)-1H-indole-2,3-dione). Reaction SMILES: [CH2:1]([NH:3][C:4]1[CH:9]=[C:8]([O:10][CH3:11])[CH:7]=[CH:6][C:5]=1[CH:12]1[CH2:21][CH2:20][C:19]2[C:14](=[CH:15][CH:16]=[C:17]([O:22][CH3:23])[CH:18]=2)[CH2:13]1)[CH3:2].[C:24](Cl)(=[O:28])[C:25](Cl)=[O:26]>C(OCC)C>[CH2:1]([N:3]1[C:4]2[C:9](=[C:8]([O:10][CH3:11])[CH:7]=[CH:6][C:5]=2[CH:12]2[CH2:21][CH2:20][C:19]3[C:14](=[CH:15][CH:16]=[C:17]([O:22][CH3:23])[CH:18]=3)[CH2:13]2)[C:25](=[O:26])[C:24]1=[O:28])[CH3:2]. Reported procedure: To a solution of ethyl [5-methoxy-2-(6-methoxy-1,2,3,4-tetrahydronaphthalen-2-yl)phenyl]amine (260 mg) in diethyl ether (30 ml) was added dropwise oxalyl chloride (0.21 ml) on an ice bath, and the solution was stirred for 30 minutes at room temperature. The reaction solution was concentrated in vacuo, the total amount of the resulting {ethyl[5-methoxy-2-(6-methoxy-1,2,3,4-tetrahydronaphthalen-2-yl)phenyl]amino}oxoacetyl chloride (crude product) was stirred in dichloromethane (5 ml), a solution o... Starting materials: NC1=CC=C(C=C1)O (p-amino-phenol), C(C)OC(OCC)OCC (triethylorthoformate), ice water, [N-]=[N+]=[N-].[Na+] (sodium azide). Solvent: C(C)(=O)O (acetic acid). Reaction conditions: time 4 hour. Yields the product N1(N=NN=C1)C1=CC=C(C=C1)O (4-Tetrazol-1-yl-phenol). Yield: 30.0%. RXN SMILES: [NH2:1][C:2]1[CH:7]=[CH:6][C:5]([OH:8])=[CH:4][CH:3]=1.[CH2:9](OC(OCC)OCC)C.[N-:19]=[N+:20]=[N-:21].[Na+]>C(O)(=O)C>[N:1]1([C:2]2[CH:7]=[CH:6][C:5]([OH:8])=[CH:4][CH:3]=2)[CH:9]=[N:21][N:20]=[N:19]1 |f:2.3|. Procedure: To a stirred solution of p-amino-phenol (0.1 mol) in glacial acetic acid (140 ml) at 70-75° under nitrogen atmosphere was added triethylorthoformate (0.1 mol). The mixture was stirred at this temperature for 4 h, then, sodium azide (0.32 mol) was added portionwise and the reaction was continued for 18 h, cooled to room temperature and poured into ice water (400 ml) and extracted with diethyl ether (3×400 ml) and ethyl acetate (1×400 ml), dried (MgSO4), filtered and concentrated to give a dark br...